Dataset: the Open Reaction Database (ORD), a public repository of structured organic reaction records. Task: describe an organic reaction: reactants, conditions, products, and yield Yields the product C(C)C(C(C=CC(=O)O)=O)(CC)C (5-ethyl-5-methyl-4-oxo-2-heptenoic acid). The reactants are desired acid, C(C)O (ethanol), [Cl-].[Na+] (sodium chloride), [OH-].[K+] (potassium hydroxide), ice water, C(C)C(C(CC(C(=O)O)O)=O)(CC)C (5-ethyl-2-hydroxy-5-methyl-4-oxoheptanoic acid). Reaction SMILES: C(O)C.[OH-].[K+].[Cl-].[Na+].[CH2:8]([C:10]([CH3:21])([CH2:19][CH3:20])[C:11](=[O:18])[CH2:12][CH:13](O)[C:14]([OH:16])=[O:15])[CH3:9]>O>[CH2:19]([C:10]([CH3:21])([CH2:8][CH3:9])[C:11](=[O:18])[CH:12]=[CH:13][C:14]([OH:16])=[O:15])[CH3:20] |f:1.2,3.4|. Solvent: O (water). Procedure details: The product of the preparation immediately above was dissolved in 400 ml. of ethanol and brought to a boil. To it was quickly added 40 g. of potassium hydroxide in 360 ml. of water, and the temperature was held at 72° for 2 minutes. The mixture was then poured immediately into 1 liter of ice-water, and 50 g. of sodium chloride was added. The aqueous mixture was extracted with 1000 ml. of diethyl ether, and the aqueous layer was made acid to pH 1 with concentrated hydrochloric acid. It was then e... Starting materials: NC=1C=CC(=C(C1)[C@]1(N=C(OC[C@@H]1F)N)C)F ((4R,5R)-4-(5-amino-2-fluoro-phenyl)-5-fluoro-4-methyl-5,6-dihydro-4H-[1,3]oxazin-2-ylamine), C(#N)C=1C=CC(=NC1)C(=O)O (5-cyano-pyridine-2-carboxylic acid). The product is NC=1OC[C@@H]([C@@](N1)(C)C=1C=C(C=CC1F)NC(=O)C1=NC=C(C=C1)C#N)F (5-Cyano-pyridine-2-carboxylic acid [3-((4R,5R)-2-amino-5-fluoro-4-methyl-5,6-dihydro-4H-[1,3]oxazin-4-yl)-4-fluoro-phenyl]-amide). RXN SMILES: [NH2:1][C:2]1[CH:3]=[CH:4][C:5]([F:17])=[C:6]([C@:8]2([CH3:16])[C@@H:13]([F:14])[CH2:12][O:11][C:10]([NH2:15])=[N:9]2)[CH:7]=1.[C:18]([C:20]1[CH:21]=[CH:22][C:23]([C:26](O)=[O:27])=[N:24][CH:25]=1)#[N:19]>>[NH2:15][C:10]1[O:11][CH2:12][C@H:13]([F:14])[C@:8]([C:6]2[CH:7]=[C:2]([NH:1][C:26]([C:23]3[CH:22]=[CH:21][C:20]([C:18]#[N:19])=[CH:25][N:24]=3)=[O:27])[CH:3]=[CH:4][C:5]=2[F:17])([CH3:16])[N:9]=1. Reported procedure: The condensation of (4R,5R)-4-(5-amino-2-fluoro-phenyl)-5-fluoro-4-methyl-5,6-dihydro-4H-[1,3]oxazin-2-ylamine (intermediate A8.2) and 5-cyano-pyridine-2-carboxylic acid (CAS 53234-55-2) following procedure I yielded the title compound as a crystalline white solid. MS (ISP): m/z=372.2 [M+H]+.